This data is from the Open Reaction Database (ORD), a public repository of structured organic reaction records. The task is: describe an organic reaction: reactants, conditions, products, and yield Starting materials: BrC=1C=C(C=CC1S(=O)(=O)C)C(C(=O)N)CC1CCCC1 (2-(3-bromo-4-methanesulfonyl-phenyl)-3-cyclopentyl-propionamide), CN=C=O (methyl isocyanate). Solvent: C1(=CC=CC=C1)C (toluene), hexanes. Run at temperature 25 celsius, time 1 hour. The product is BrC=1C=C(C=CC1S(=O)(=O)C)C(C(=O)NC(=O)NC)CC1CCCC1 (1-[2-(3-bromo-4-methanesulfonyl-phenyl)-3-cyclopentyl-propionyl]-3-methyl-urea). Isolated yield 43.7%. As a reaction SMILES: [Br:1][C:2]1[CH:3]=[C:4]([CH:12]([CH2:16][CH:17]2[CH2:21][CH2:20][CH2:19][CH2:18]2)[C:13]([NH2:15])=[O:14])[CH:5]=[CH:6][C:7]=1[S:8]([CH3:11])(=[O:10])=[O:9].[CH3:22][N:23]=[C:24]=[O:25]>C1(C)C=CC=CC=1>[Br:1][C:2]1[CH:3]=[C:4]([CH:12]([CH2:16][CH:17]2[CH2:21][CH2:20][CH2:19][CH2:18]2)[C:13]([NH:15][C:24]([NH:23][CH3:22])=[O:25])=[O:14])[CH:5]=[CH:6][C:7]=1[S:8]([CH3:11])(=[O:10])=[O:9]. Reported procedure: A solution of 2-(3-bromo-4-methanesulfonyl-phenyl)-3-cyclopentyl-propionamide (200 mg, 0.53 mmol) and methyl isocyanate (61 mg, 1.07 mmol) in toluene (1 mL) was heated under reflux for 24 h. The reaction mixture turned very cloudy with the forming of a white precipitate. The reaction mixture was allowed to cool to 25° C. and then treated with hexanes. The reaction mixture was placed in the freezer for 1 h then filtered. The white solid was washed with cold hexanes to afford 1-[2-(3-bromo-4-metha...